Dataset: the Open Reaction Database (ORD), a public repository of structured organic reaction records. Task: describe an organic reaction: reactants, conditions, products, and yield Starting materials: N1C=NC2=C1C=C(C=C2)C2=NN=C(O2)S (5-(1H-benzo[d]imidazol-6-yl)-1,3,4-oxadiazole-2-thiol), TEA, Cl.N1=CC(=CC=C1)CCl ((pyridin-3-yl)methylchloride hydrochloride). The solvent is CCO (EtOH). Product: N1=CC(=CC=C1)CSC1=NN=C(O1)C1=CC2=C(NC=N2)C=C1 (5-(5-((Pyridin-3-yl)methylthio)-1,3,4-oxadiazol-2-yl)-1H-benzo[d]imidazole). RXN SMILES: [NH:1]1[C:5]2[CH:6]=[C:7]([C:10]3[O:14][C:13]([SH:15])=[N:12][N:11]=3)[CH:8]=[CH:9][C:4]=2[N:3]=[CH:2]1.Cl.[N:17]1[CH:22]=[CH:21][CH:20]=[C:19]([CH2:23]Cl)[CH:18]=1>CCO>[N:17]1[CH:22]=[CH:21][CH:20]=[C:19]([CH2:23][S:15][C:13]2[O:14][C:10]([C:7]3[CH:8]=[CH:9][C:4]4[NH:3][CH:2]=[N:1][C:5]=4[CH:6]=3)=[N:11][N:12]=2)[CH:18]=1 |f:1.2|. Reported procedure: 1 (0.33 g, 1.5 mmol), TEA (0.418 mL, 3.0 mmol) and (pyridin-3-yl)methylchloride hydrochloride (0.246 g, 1.5 mmol) were dissolved in 10 mL of EtOH and kept under reflux overnight. The solvent was removed and the remaining oil was purified by flash-chromatography on silica gel, applying a CHCl3/MeOH gradient. Starting materials: C1(=CC=CC2=CC=CC=C12)C=O (1-naphthaldehyde), C(C)(=O)[O-].[NH4+] (ammonium acetate), [N+](=O)([O-])C (nitromethane), C(C)OC(C)=O (ethylacetate). Solvent: CCCCCC (hexane). The product is [N+](=O)([O-])/C=C/C1=CC=CC2=CC=CC=C12 (1-[(E)-2-nitroethenyl]naphthalene). Isolated yield 62.0%. Reaction SMILES: [C:1]1([CH:11]=O)[C:10]2[C:5](=[CH:6][CH:7]=[CH:8][CH:9]=2)[CH:4]=[CH:3][CH:2]=1.C([O-])(=O)C.[NH4+].[N+:18]([CH3:21])([O-:20])=[O:19].C(OC(=O)C)C>CCCCCC>[N+:18](/[CH:21]=[CH:11]/[C:1]1[C:10]2[C:5](=[CH:6][CH:7]=[CH:8][CH:9]=2)[CH:4]=[CH:3][CH:2]=1)([O-:20])=[O:19] |f:1.2|. Reported procedure: 7.81 g (50 mmol) of 1-naphthaldehyde and 1.54 g (20 mmol) of ammonium acetate were added to 70 ml of nitromethane and heated under reflux for 3 hours (see: J. Org. Chem., 1984, 49, 4761). 100 ml of ethylacetate was added and the resulting mixture was washed with 50 ml of water and 50 ml of brine. The organic layer was collected and dried over anhydrous magnesium sulfate. The solvent was removed under reduced pressure and the residue was subjected to column chromatography (eluent: hexane/ethylace... Starting materials: COc1ccc(C(F)(F)C(F)(F)F)cc1CNC1CCCN(C(=O)OC(C)(C)C)C1c1ccccc1, CC(F)(F)c1ccc(OC(F)(F)F)c(CNC2CCCNC2c2ccccc2)c1. Product: COc1ccc(C(F)(F)C(F)(F)F)cc1CNC1CCCNC1c1ccccc1. As a reaction SMILES: [C:1]([O:2][C:3](=[O:4])[N:8]1[CH:9]([c:31]2[cH:32][cH:33][cH:34][cH:35][cH:36]2)[CH:10]([NH:14][CH2:15][c:16]2[c:17]([O:29][CH3:30])[cH:18][cH:19][c:20]([C:22]([C:23]([F:24])([F:25])[F:26])([F:27])[F:28])[cH:21]2)[CH2:11][CH2:12][CH2:13]1)([CH3:5])([CH3:6])[CH3:7].[F:37][C:38]([c:39]1[cH:40][cH:41][c:42]([O:43][C:44]([F:45])([F:46])[F:47])[c:48]([CH2:50][NH:51][CH:52]2[CH2:53][CH2:54][CH2:55][NH:56][CH:57]2[c:58]2[cH:59][cH:60][cH:61][cH:62][cH:63]2)[cH:49]1)([F:64])[CH3:65]>>[NH:8]1[CH:9]([c:31]2[cH:32][cH:33][cH:34][cH:35][cH:36]2)[CH:10]([NH:14][CH2:15][c:16]2[c:17]([O:29][CH3:30])[cH:18][cH:19][c:20]([C:22]([C:23]([F:24])([F:25])[F:26])([F:27])[F:28])[cH:21]2)[CH2:11][CH2:12][CH2:13]1. Reactants: C(CCC)[SnH](CCCC)CCCC (tri-n-butyltin hydride), [Li+].CC(C)[N-]C(C)C (LDA), ClC1=CN=CC(=N1)N1CC(CCC1)NC(OC(C)(C)C)=O (tert-butyl 1-(6-chloropyrazin-2-yl)piperidin-3-ylcarbamate). The solvent is C1CCOC1 (THF). Run at temperature 0 celsius, time 15 minute. The product is C(CCC)[Sn](C1=CN=CC(=N1)N1CC(CCC1)NC(OC(C)(C)C)=O)(CCCC)CCCC (tert-butyl 1-(6-(tributylstannyl)pyrazin-2-yl)piperidin-3-ylcarbamate). Isolated yield 22.0%. RXN SMILES: [CH2:1]([SnH:5]([CH2:10][CH2:11][CH2:12][CH3:13])[CH2:6][CH2:7][CH2:8][CH3:9])[CH2:2][CH2:3][CH3:4].[Li+].CC([N-]C(C)C)C.Cl[C:23]1[N:28]=[C:27]([N:29]2[CH2:34][CH2:33][CH2:32][CH:31]([NH:35][C:36](=[O:42])[O:37][C:38]([CH3:41])([CH3:40])[CH3:39])[CH2:30]2)[CH:26]=[N:25][CH:24]=1>C1COCC1>[CH2:10]([Sn:5]([CH2:1][CH2:2][CH2:3][CH3:4])([CH2:6][CH2:7][CH2:8][CH3:9])[C:23]1[N:28]=[C:27]([N:29]2[CH2:34][CH2:33][CH2:32][CH:31]([NH:35][C:36](=[O:42])[O:37][C:38]([CH3:40])([CH3:39])[CH3:41])[CH2:30]2)[CH:26]=[N:25][CH:24]=1)[CH2:11][CH2:12][CH3:13] |f:1.2|. Reported procedure: To a solution of tri-n-butyltin hydride (1.686 mL, 6.39 mmol) in THF (10 mL) at 0° C. was added LDA (1.8 M solution in heptane/THF/ethylbenzene, 3.55 mL, 6.39 mmol) dropwise. The reaction mixture was stirred at 0° C. for 15 min and tert-butyl 1-(6-chloropyrazin-2-yl)piperidin-3-ylcarbamate (1.00 g, 3.20 mmol) was added. The reaction mixture was kept at 0° C. for 2 h, then quenched with 10% KF solution. The mixture was extracted with DCM and the combined organic layers were dried, filtered and co...